This data is from the Open Reaction Database (ORD), a public repository of structured organic reaction records. The task is: describe an organic reaction: reactants, conditions, products, and yield Reactants: C1CCOC1, CC(C)(C)OC(=O)c1cc2cc([N+](=O)[O-])ccc2[nH]1. Yields the product CC(C)(C)OC(=O)c1cc2cc(N)ccc2[nH]1. RXN SMILES: [CH2:20]1[O:21][CH2:22][CH2:23][CH2:24]1.[N+:1]([O-:2])(=[O:3])[c:4]1[cH:5][c:6]2[cH:7][c:8]([C:13](=[O:14])[O:15][C:16]([CH3:17])([CH3:18])[CH3:19])[nH:9][c:10]2[cH:11][cH:12]1>>[NH2:1][c:4]1[cH:5][c:6]2[cH:7][c:8]([C:13](=[O:14])[O:15][C:16]([CH3:17])([CH3:18])[CH3:19])[nH:9][c:10]2[cH:11][cH:12]1. The reactants are N1(N=NC=C1)CCNC1=NC=C(C(=N1)C1=CC2=C(S1)C(=CC=C2)CC2=C(C=CC(=C2)F)[C@H](C(F)(F)F)N[S@@](=O)C(C)(C)C)F ((S)—N—((R)-1-(2-((2-(2-(2-(1H-1,2,3-Triazol-1-yl)ethylamino)-5-fluoropyrimidin-4-yl)benzo[b]thiophen-7-yl)methyl)-4-fluorophenyl)-2,2,2-trifluoroethyl)-2-methylpropane-2-sulfinamide), Cl (HCl). The solvent is CO (methanol). The product is N1(N=NC=C1)CCNC1=NC=C(C(=N1)C1=CC2=C(S1)C(=CC=C2)CC2=C(C=CC(=C2)F)[C@H](C(F)(F)F)N)F ((R)—N-(2-(1H-1,2,3-Triazol-1-yl)ethyl)-4-(7-(2-(1-amino-2,2,2-trifluoroethyl)-5-fluorobenzyl)benzo[b]thiophen-2-yl)-5-fluoropyrimidin-2-amine). Yield: 89.9%. Reaction SMILES: [N:1]1([CH2:6][CH2:7][NH:8][C:9]2[N:14]=[C:13]([C:15]3[S:19][C:18]4[C:20]([CH2:24][C:25]5[CH:30]=[C:29]([F:31])[CH:28]=[CH:27][C:26]=5[C@@H:32]([NH:37][S@](C(C)(C)C)=O)[C:33]([F:36])([F:35])[F:34])=[CH:21][CH:22]=[CH:23][C:17]=4[CH:16]=3)[C:12]([F:44])=[CH:11][N:10]=2)[CH:5]=[CH:4][N:3]=[N:2]1.Cl>CO>[N:1]1([CH2:6][CH2:7][NH:8][C:9]2[N:14]=[C:13]([C:15]3[S:19][C:18]4[C:20]([CH2:24][C:25]5[CH:30]=[C:29]([F:31])[CH:28]=[CH:27][C:26]=5[C@@H:32]([NH2:37])[C:33]([F:34])([F:35])[F:36])=[CH:21][CH:22]=[CH:23][C:17]=4[CH:16]=3)[C:12]([F:44])=[CH:11][N:10]=2)[CH:5]=[CH:4][N:3]=[N:2]1. Reported procedure: Stir a mixture of (S)—N—((R)-1-(2-((2-(2-(2-(1H-1,2,3-Triazol-1-yl)ethylamino)-5-fluoropyrimidin-4-yl)benzo[b]thiophen-7-yl)methyl)-4-fluorophenyl)-2,2,2-trifluoroethyl)-2-methylpropane-2-sulfinamide (10.5 g, 16.52 mmol) and HCl (16.52 mL, 66.07 mmol, in dioxane) in methanol (100 mL) for 2 h. Concentrate the mixture and dilute with NaOH (1 N). Extract the product with ethyl acetate (150 mL×3). Wash the organic layer with 1:1 water/aqueous saturated sodium chloride and aqueous saturated sodium ch... The reactants are C1CCNCC1, C=O, CCCCC(C(=O)O)C(=O)O, CCO. The product is C=C(CCCC)C(=O)O. As a reaction SMILES: [CH2:12]1[CH2:13][CH2:14][NH:15][CH2:16][CH2:17]1.[CH2:18]=[O:19].[CH2:1]([CH2:2][CH2:3][CH3:4])[CH:5]([C:6](=[O:7])[OH:8])[C:9]([OH:10])=[O:11].[CH3:20][CH2:21][OH:22]>>[CH2:1]([CH2:2][CH2:3][CH3:4])[C:5]([C:6](=[O:7])[OH:8])=[CH2:9].